This data is from the Open Reaction Database (ORD), a public repository of structured organic reaction records. The task is: describe an organic reaction: reactants, conditions, products, and yield Reactants: Cl.C(C)(=O)C=1C(C(=C(NC1C)C)C(CCCCN1CCC(CC1)(C1=CC=CC=C1)C1=CC=CC=C1)=O)C1=CC(=CC=C1)[N+](=O)[O-] (5-acetyl-1,4-dihydro-2,6-dimethyl-3-[5-(4,4-diphenyl-1-piperidinyl)pentanoyl)-4-(3-nitrophenyl)-pyridine hydrochloride), [OH-].[Na+] (NaOH), C(\C=C\C(=O)O)(=O)O (fumaric acid). The reagents and catalysts are [O-2].[O-2].[Mn+4] (manganese dioxide), [O-2].[O-2].[Mn+4] (manganese dioxide). Run in C(C)(C)O (isopropanol), C(C)(C)O (isopropanol). Run at time 12 hour. Yields the product C(\C=C\C(=O)O)(=O)O.C(C)(=O)C=1C(=C(C(=NC1C)C)C(CCCCN1CCC(CC1)(C1=CC=CC=C1)C1=CC=CC=C1)=O)C1=CC(=CC=C1)[N+](=O)[O-] (5-Acetyl-2,6-dimethyl-3-[5-(4,4-diphenyl-1-piperdinyl)pentanoyl]-4-(3-nitrophenyl)-pyridine fumarate). Reaction SMILES: Cl.[C:2]([C:5]1[CH:6]([C:37]2[CH:42]=[CH:41][CH:40]=[C:39]([N+:43]([O-:45])=[O:44])[CH:38]=2)[C:7]([C:13](=[O:36])[CH2:14][CH2:15][CH2:16][CH2:17][N:18]2[CH2:23][CH2:22][C:21]([C:30]3[CH:35]=[CH:34][CH:33]=[CH:32][CH:31]=3)([C:24]3[CH:29]=[CH:28][CH:27]=[CH:26][CH:25]=3)[CH2:20][CH2:19]2)=[C:8]([CH3:12])[NH:9][C:10]=1[CH3:11])(=[O:4])[CH3:3].[OH-].[Na+].[C:48]([OH:55])(=[O:54])/[CH:49]=[CH:50]/[C:51]([OH:53])=[O:52]>C(O)(C)C.[O-2].[O-2].[Mn+4]>[C:48]([OH:55])(=[O:54])/[CH:49]=[CH:50]/[C:51]([OH:53])=[O:52].[C:2]([C:5]1[C:6]([C:37]2[CH:42]=[CH:41][CH:40]=[C:39]([N+:43]([O-:45])=[O:44])[CH:38]=2)=[C:7]([C:13](=[O:36])[CH2:14][CH2:15][CH2:16][CH2:17][N:18]2[CH2:23][CH2:22][C:21]([C:30]3[CH:35]=[CH:34][CH:33]=[CH:32][CH:31]=3)([C:24]3[CH:29]=[CH:28][CH:27]=[CH:26][CH:25]=3)[CH2:20][CH2:19]2)[C:8]([CH3:12])=[N:9][C:10]=1[CH3:11])(=[O:4])[CH3:3] |f:0.1,2.3,6.7.8,9.10|. Procedure: 1.2 g (1.9 mmol) 5-acetyl-1,4-dihydro-2,6-dimethyl-3-[5-(4,4-diphenyl-1-piperidinyl)pentanoyl)-4-(3-nitrophenyl)-pyridine hydrochloride are converted into the free base by shaking with excess 1N NaOH, and the base is extracted with ethyl acetate. The organic phase is dried over magnesium sulphate, filtered and concentrated. The residue is dried in vacuo and is then taken up in 30 ml anhydrous methylene chloride. 2.5 g(29 mmol) manganese dioxide are added. The mixture is stirred vigorously at roo... The reactants are Cc1nc2ccc([N+](=O)[O-])cc2[nH]1, O=[N+]([O-])O, O=S(=O)(O)O. Product: Cc1nc2cc([N+](=O)[O-])c([N+](=O)[O-])cc2[nH]1. RXN SMILES: [CH3:1][c:2]1[nH:3][c:4]2[c:5]([n:6]1)[cH:7][cH:8][c:9]([N+:11](=[O:12])[O-:13])[cH:10]2.[OH:14][N+:15]([O-:16])=[O:17].[S:18](=[O:19])(=[O:20])([OH:21])[OH:22]>>[CH3:1][c:2]1[n:3][c:4]2[c:5]([nH:6]1)[cH:7][c:8]([N+:15](=[O:14])[O-:16])[c:9]([N+:11](=[O:12])[O-:13])[cH:10]2. Yields the product Cc1c(C(O)C2CCCCC2)oc2ccc(Cl)cc12. Reactants: [Br-], [Mg+]C1CCCCC1, [Cl-], Cc1c(C=O)oc2ccc(Cl)cc12, [NH4+], C1CCOC1. RXN SMILES: [Br-:14].[CH:15]1([Mg+:21])[CH2:16][CH2:17][CH2:18][CH2:19][CH2:20]1.[Cl-:22].[Cl:1][c:2]1[cH:3][cH:4][c:5]2[c:6]([c:7]([CH3:12])[c:8]([CH:10]=[O:11])[o:9]2)[cH:13]1.[NH4+:23].[O:24]1[CH2:25][CH2:26][CH2:27][CH2:28]1>>[Cl:1][c:2]1[cH:3][cH:4][c:5]2[c:6]([c:7]([CH3:12])[c:8]([CH:10]([OH:11])[CH:15]3[CH2:16][CH2:17][CH2:18][CH2:19][CH2:20]3)[o:9]2)[cH:13]1. Starting materials: CCCCCCC, O=C(O)c1cc(Cl)ccc1O, O=S(Cl)Cl. The product is O=C(Cl)c1cc(Cl)ccc1O. Reaction SMILES: [CH3:16][CH2:17][CH2:18][CH2:19][CH2:20][CH2:21][CH3:22].[Cl:1][c:2]1[cH:3][cH:4][c:5]([OH:11])[c:6]([C:7](=[O:8])[OH:9])[cH:10]1.[S:12]([Cl:13])([Cl:14])=[O:15]>>[Cl:1][c:2]1[cH:3][cH:4][c:5]([OH:11])[c:6]([C:7](=[O:8])[Cl:14])[cH:10]1. Starting materials: NC=1C(=NC(=NC1Cl)SCCC)N[C@@H]1C[C@@H]([C@@H]2[C@H]1OC(O2)(C)C)OCCO (2-(((3aR,4S,6R,6aS)-6-((5-amino-6-chloro-2-(propylthio)pyrimidin-4-yl)amino)-2,2-dimethyltetrahydro-4H-cyclopenta[d][1,3]dioxol-4-yl)oxy)ethan-1-ol), C(C)(=O)O (acetic acid), N(=O)[O-].[Na+] (sodium nitrite). Run in O (water), O (water), O (water), C(C)(=O)OCC (ethyl acetate). Reaction conditions: temperature 2.5 celsius. Yields the product ClC=1C2=C(N=C(N1)SCCC)N(N=N2)[C@@H]2C[C@@H]([C@@H]1[C@H]2OC(O1)(C)C)OCCO (2-(((3aR,4S,6R,6aS)-6-(7-Chloro-5-(Propylthio)-3H-[1,2,3]Triazolo[4,5-d]Pyrimidin-3-Yl)-2,2-Dimethyltetrahydro-4H-Cyclopenta[d][1,3]Dioxol-4-Yl)Oxy)Ethan-1-Ol). Reaction SMILES: [NH2:1][C:2]1[C:3]([NH:13][C@H:14]2[C@@H:18]3[O:19][C:20]([CH3:23])([CH3:22])[O:21][C@@H:17]3[C@@H:16]([O:24][CH2:25][CH2:26][OH:27])[CH2:15]2)=[N:4][C:5]([S:9][CH2:10][CH2:11][CH3:12])=[N:6][C:7]=1[Cl:8].C(O)(=O)C.[N:32]([O-])=O.[Na+]>O.C(OCC)(=O)C>[Cl:8][C:7]1[C:2]2[N:1]=[N:32][N:13]([C@H:14]3[C@@H:18]4[O:19][C:20]([CH3:22])([CH3:23])[O:21][C@@H:17]4[C@@H:16]([O:24][CH2:25][CH2:26][OH:27])[CH2:15]3)[C:3]=2[N:4]=[C:5]([S:9][CH2:10][CH2:11][CH3:12])[N:6]=1 |f:2.3|. Procedure details: A flask was charged with 2-(((3aR,4S,6R,6aS)-6-((5-amino-6-chloro-2-(propylthio)pyrimidin-4-yl)amino)-2,2-dimethyltetrahydro-4H-cyclopenta[d][1,3]dioxol-4-yl)oxy)ethan-1-ol (50 g), acetic acid (265 mL) and water (50 mL). The mixture was stirred and cooled to 0-5° C. followed by addition of aqueous sodium nitrite solution (8.65 g in 50 mL) over a period of about 1 hour. The mixture was stirred at the same temperature for about 2 hours followed by addition of ethyl acetate (250 mL) and water (250 ...